This data is from the Open Reaction Database (ORD), a public repository of structured organic reaction records. The task is: describe an organic reaction: reactants, conditions, products, and yield Starting materials: [BH3-]C#N, CC(Nc1nccc(-n2cnc3ccccc32)n1)C1CN(C(=O)Nc2cccc3ccccc23)CCN1C, [Na+], O=Cc1ccncc1. The product is CC(Nc1nccc(-n2cnc3ccccc32)n1)C1CN(C(=O)Nc2cccc3ccccc23)CCN1Cc1ccncc1. RXN SMILES: [C:47]([BH3-:48])#[N:49].[CH3:1][N:2]1[CH:3]([CH:21]([CH3:22])[NH:23][c:24]2[n:25][cH:26][cH:27][c:28](-[n:30]3[cH:31][n:32][c:33]4[c:34]3[cH:35][cH:36][cH:37][cH:38]4)[n:29]2)[CH2:4][N:5]([C:8]([NH:9][c:10]2[cH:11][cH:12][cH:13][c:14]3[cH:15][cH:16][cH:17][cH:18][c:19]23)=[O:20])[CH2:6][CH2:7]1.[Na+:50].[n:39]1[cH:40][cH:41][c:42]([CH:45]=[O:46])[cH:43][cH:44]1>>[CH2:1]([N:2]1[CH:3]([CH:21]([CH3:22])[NH:23][c:24]2[n:25][cH:26][cH:27][c:28](-[n:30]3[cH:31][n:32][c:33]4[c:34]3[cH:35][cH:36][cH:37][cH:38]4)[n:29]2)[CH2:4][N:5]([C:8]([NH:9][c:10]2[cH:11][cH:12][cH:13][c:14]3[cH:15][cH:16][cH:17][cH:18][c:19]23)=[O:20])[CH2:6][CH2:7]1)[c:42]1[cH:41][cH:40][n:39][cH:44][cH:43]1.